From a dataset of the Open Reaction Database (ORD), a public repository of structured organic reaction records. describe an organic reaction: reactants, conditions, products, and yield As a reaction SMILES: [CH3:24][OH:25].[CH3:3][O:4][C:5]([CH2:6][CH2:7][C:8]([c:9]1[c:10]([O:19][CH3:20])[c:11]([O:17][CH3:18])[c:12]([O:15][CH3:16])[cH:13][cH:14]1)=[O:21])=[O:22].[Na+:2].[OH-:1].[OH2:23]>>[O:4]=[C:5]([CH2:6][CH2:7][C:8]([c:9]1[c:10]([O:19][CH3:20])[c:11]([O:17][CH3:18])[c:12]([O:15][CH3:16])[cH:13][cH:14]1)=[O:21])[OH:22]. Yields the product COc1ccc(C(=O)CCC(=O)O)c(OC)c1OC. Reactants: CO, COC(=O)CCC(=O)c1ccc(OC)c(OC)c1OC, [Na+], [OH-], O. Reactants: C(C)(C)(C)OC(N(C)C1=CC=C(C=C1)C#CCCCN(C)C)=O ([4-(5-Dimethylamino-pent-1-ynyl)-phenyl]-methyl-carbamic acid tert-butyl ester), C(=O)(C(F)(F)F)O (TFA). The solvent is C(Cl)Cl (CH2Cl2). Product: CN(CCCC#CC1=CC=C(C=C1)NC)C ([4-(5-Dimethylamino-pent-1-ynyl)-phenyl]-methyl-amine). Isolated yield 106.0%. Reaction SMILES: C(O[C:6](=O)[N:7]([C:9]1[CH:14]=[CH:13][C:12]([C:15]#[C:16][CH2:17][CH2:18][CH2:19][N:20]([CH3:22])[CH3:21])=[CH:11][CH:10]=1)C)(C)(C)C.C(O)(C(F)(F)F)=O>C(Cl)Cl>[CH3:22][N:20]([CH3:21])[CH2:19][CH2:18][CH2:17][C:16]#[C:15][C:12]1[CH:11]=[CH:10][C:9]([NH:7][CH3:6])=[CH:14][CH:13]=1. Procedure details: A solution of 1.45 g (4.58 mmol) of [4-(5-Dimethylamino-pent-1-ynyl)-phenyl]-methyl-carbamic acid tert-butyl ester in 25 ml CH2Cl2 was treated at 0° C. with 11.5 ml TFA (during 20 min) and warmed up to room temperature during 1 h. The solution was concentrated and the residual oil was extracted with aqueous sat. NaHCO3 (+Na2CO3)/EtOAc (3×). The organic phase was dried (Na2SO4) and evaporated to yield 1.05 g (quantitative) of [4-(5-Dimethylamino-pent-1-ynyl)-phenyl]-methyl-amine MS: 217 (MH+). Reactants: CCOc1ccc(Cc2nc3cc(NC(=S)NC(=O)c4ccccc4)ccc3n2CCN(CC)CC)cc1, CCOC(C)=O, [Na+], C1CCOC1, [OH-]. The product is CCOc1ccc(Cc2nc3cc(NC(N)=S)ccc3n2CCN(CC)CC)cc1. RXN SMILES: [CH2:1]([CH3:2])[N:3]([CH2:4][CH2:5][n:6]1[c:7]([CH2:27][c:28]2[cH:29][cH:30][c:31]([O:34][CH2:35][CH3:36])[cH:32][cH:33]2)[n:8][c:9]2[c:10]1[cH:11][cH:12][c:13]([NH:15][C:16](=[S:17])[NH:18][C:19](=[O:20])[c:21]1[cH:22][cH:23][cH:24][cH:25][cH:26]1)[cH:14]2)[CH2:37][CH3:38].[CH3:46][CH2:47][O:48][C:49](=[O:50])[CH3:51].[Na+:40].[O:41]1[CH2:42][CH2:43][CH2:44][CH2:45]1.[OH-:39]>>[CH2:1]([CH3:2])[N:3]([CH2:4][CH2:5][n:6]1[c:7]([CH2:27][c:28]2[cH:29][cH:30][c:31]([O:34][CH2:35][CH3:36])[cH:32][cH:33]2)[n:8][c:9]2[c:10]1[cH:11][cH:12][c:13]([NH:15][C:16](=[S:17])[NH2:18])[cH:14]2)[CH2:37][CH3:38]. Starting materials: S(=O)(Cl)Cl (thionyl chloride), ClC=1C(=C(C(=O)O)C(=C(C1)Cl)OC)OC (3,5-dichloro-2,6-dimethoxybenzoic acid), NCC1N(CCC1)CC (2-(aminomethyl)-1-ethylpyrrolidine), C1(=CC=CC=C1)C (toluene). The solvent is C(C)OCC (ethyl ether), O (water). The product is C(C)N1C(CCC1)CNC(C1=C(C(=CC(=C1OC)Cl)Cl)OC)=O (N-Ethyl-2-(3,5-dichloro-2,6-dimethoxybenzamidomethyl) pyrrolidine). RXN SMILES: S(Cl)(Cl)=O.[Cl:5][C:6]1[C:7]([O:18][CH3:19])=[C:8]([C:12]([O:16][CH3:17])=[C:13]([Cl:15])[CH:14]=1)[C:9]([OH:11])=O.C1(C)C=CC=CC=1.[NH2:27][CH2:28][CH:29]1[CH2:33][CH2:32][CH2:31][N:30]1[CH2:34][CH3:35]>C(OCC)C.O>[CH2:34]([N:30]1[CH2:31][CH2:32][CH2:33][CH:29]1[CH2:28][NH:27][C:9](=[O:11])[C:8]1[C:12]([O:16][CH3:17])=[C:13]([Cl:15])[CH:14]=[C:6]([Cl:5])[C:7]=1[O:18][CH3:19])[CH3:35]. Procedure details: 20 ml of thionyl chloride is added to 11.9 g (0.047 mol) of 3,5-dichloro-2,6-dimethoxybenzoic acid. The mixture is heated on a steam bath for 30 minutes. To the solution is added 50 ml of toluene. The solvent and excess thionyl chloride is evaporated at reduced pressure. The residue is dissolved in 50 ml of dry ethyl ether. To the obtained solution is added dropwise while stirring 6.0 g (0.047 mol) of 2-(aminomethyl)-1-ethylpyrrolidine in 50 ml of ethyl ether. After 30 minutes at room temperatur... Reactants: ClC1=C(C=C2C(C(=CN(C2=N1)CC)C(=O)O)=O)F (7-chloro-1-ethyl-6-fluoro-1,4-dihydro-4-oxo-1,8-napthyridine-3-carboxylic acid), C(C)NCC1CNCC1 (N-ethyl-3-pyrrolidinemethanamine). Run in C(C)#N (acetonitrile). Yields the product C(C)N1C=C(C(C2=CC(=C(N=C12)N1CC(CC1)CNCC)F)=O)C(=O)O (1-ethyl-7-[3-[(ethylamino)methyl]-1-pyrrolidinyl]-6-fluoro-1,4-dihydro-4-oxo-1,8-napthyridine-3-carboxylic acid). Isolated yield 53.5%. Reaction SMILES: Cl[C:2]1[N:11]=[C:10]2[C:5]([C:6](=[O:17])[C:7]([C:14]([OH:16])=[O:15])=[CH:8][N:9]2[CH2:12][CH3:13])=[CH:4][C:3]=1[F:18].[CH2:19]([NH:21][CH2:22][CH:23]1[CH2:27][CH2:26][NH:25][CH2:24]1)[CH3:20]>C(#N)C>[CH2:12]([N:9]1[C:10]2[C:5](=[CH:4][C:3]([F:18])=[C:2]([N:25]3[CH2:26][CH2:27][CH:23]([CH2:22][NH:21][CH2:19][CH3:20])[CH2:24]3)[N:11]=2)[C:6](=[O:17])[C:7]([C:14]([OH:16])=[O:15])=[CH:8]1)[CH3:13]. Procedure details: 1.00 g (3.69 mmole) of 7-chloro-1-ethyl-6-fluoro-1,4-dihydro-4-oxo-1,8-napthyridine-3-carboxylic acid, 100 ml acetonitrile and 1.42 g (11.08 mmole) of N-ethyl-3-pyrrolidinemethanamine were stirred for three days at room temperature. The reaction mixture was then filtered, and the precipitate washed with water, ethanol/ether (1:3), and finally with ether until dry to give 0.715 g of 1-ethyl-7-[3-[(ethylamino)methyl]-1-pyrrolidinyl]-6-fluoro-1,4-dihydro-4-oxo-1,8-napthyridine-3-carboxylic acid, mp... Starting materials: C(C)OC(C1=CC(=CC(=C1)SCC(C)=O)F)=O (3-fluoro-5-(2-oxo-propylsulfanyl)-benzoic acid ethyl ester), Cl.ClC=1C=C(C=CC1)NN (3-chlorophenylhydrazine hydrochloride). Product: C(C)OC(C1=CC(=CC(=C1)F)SC1=C(NC2=CC(=CC=C12)Cl)C)=O (3-(6-Chloro-2-methyl-1H-indol-3-ylsulfanyl)-5-fluoro-benzoic acid ethyl ester). Reaction SMILES: [CH2:1]([O:3][C:4](=[O:17])[C:5]1[CH:10]=[C:9]([S:11][CH2:12][C:13](=O)[CH3:14])[CH:8]=[C:7]([F:16])[CH:6]=1)[CH3:2].Cl.[Cl:19][C:20]1[CH:21]=[C:22]([NH:26]N)[CH:23]=[CH:24][CH:25]=1>>[CH2:1]([O:3][C:4](=[O:17])[C:5]1[CH:6]=[C:7]([F:16])[CH:8]=[C:9]([S:11][C:12]2[C:23]3[C:22](=[CH:21][C:20]([Cl:19])=[CH:25][CH:24]=3)[NH:26][C:13]=2[CH3:14])[CH:10]=1)[CH3:2] |f:1.2|. Reported procedure: Prepared according to the procedure described in Example 2, Step 1, using the following starting materials: 3-fluoro-5-(2-oxo-propylsulfanyl)-benzoic acid ethyl ester and 3-chlorophenylhydrazine hydrochloride. Reactants: O=C1CNCCN1c1ccc(Nc2ncc(Br)n3ncnc23)cc1, CC(C)(C)[O-], [Na+], c1nc2c(Nc3ccc(N4CCOCC4)cc3)ncc(-c3cn[nH]c3)n2n1, CN(C)C=O, O, c1ccc(P(c2ccccc2)(c2ccccc2)[Pd](P(c2ccccc2)(c2ccccc2)c2ccccc2)(P(c2ccccc2)(c2ccccc2)c2ccccc2)P(c2ccccc2)(c2ccccc2)c2ccccc2)cc1. Product: O=C1CNCCN1c1ccc(Nc2ncc(-c3cn[nH]c3)n3ncnc23)cc1. RXN SMILES: [Br:28][c:29]1[cH:30][n:31][c:32]([NH:38][c:39]2[cH:40][cH:41][c:42]([N:45]3[C:46](=[O:51])[CH2:47][NH:48][CH2:49][CH2:50]3)[cH:43][cH:44]2)[c:33]2[n:34]1[n:35][cH:36][n:37]2.[CH3:52][C:53]([CH3:54])([O-:55])[CH3:56].[Na+:57].[O:1]1[CH2:2][CH2:3][N:4]([c:5]2[cH:6][cH:7][c:8]([NH:9][c:10]3[c:11]4[n:12]([n:13][cH:14][n:15]4)[c:16](-[c:20]4[cH:21][n:22][nH:23][cH:24]4)[cH:17][n:18]3)[cH:19][cH:25]2)[CH2:26][CH2:27]1.[O:58]=[CH:59][N:60]([CH3:61])[CH3:62].[OH2:63].[cH:64]1[cH:65][cH:66][c:67]([P:68]([Pd:69]([P:70]([c:71]2[cH:72][cH:73][cH:74][cH:75][cH:76]2)([c:77]2[cH:78][cH:79][cH:80][cH:81][cH:82]2)[c:83]2[cH:84][cH:85][cH:86][cH:87][cH:88]2)([P:89]([c:90]2[cH:91][cH:92][cH:93][cH:94][cH:95]2)([c:96]2[cH:97][cH:98][cH:99][cH:100][cH:101]2)[c:102]2[cH:103][cH:104][cH:105][cH:106][cH:107]2)[P:108]([c:109]2[cH:110][cH:111][cH:112][cH:113][cH:114]2)([c:115]2[cH:116][cH:117][cH:118][cH:119][cH:120]2)[c:121]2[cH:122][cH:123][cH:124][cH:125][cH:126]2)([c:127]2[cH:128][cH:129][cH:130][cH:131][cH:132]2)[c:133]2[cH:134][cH:135][cH:136][cH:137][cH:138]2)[cH:139][cH:140]1>>[c:20]1(-[c:29]2[cH:30][n:31][c:32]([NH:38][c:39]3[cH:40][cH:41][c:42]([N:45]4[C:46](=[O:51])[CH2:47][NH:48][CH2:49][CH2:50]4)[cH:43][cH:44]3)[c:33]3[n:34]2[n:35][cH:36][n:37]3)[cH:21][nH:22][n:23][cH:24]1. Starting materials: C(#N)C=1C=C(C=CC1N1CCNCCC1)NC(=O)C=1C=NN(C1C)C1=CC=C(C=C1)F (N-[3-Cyano-4-(homopiperazin-1-yl)phenyl]-1-(4-fluorophenyl)-5-methylpyrazole-4-carboxamide), C([O-])([O-])=O.[K+].[K+] (potassium carbonate), C(C)(=O)OCCBr (2-bromoethyl acetate), CN(C=O)C (dimethylformamide). Run in O (water). Run at temperature 60 celsius, time 1 hour. Product: C(#N)C=1C=C(C=CC1N1CCN(CCC1)CCO)NC(=O)C=1C=NN(C1C)C1=CC=C(C=C1)F (N-{3-Cyano-4-[4-(2-hydroxyethyl)homopiperazin-1-yl]phenyl}-1-(4-fluorophenyl)-5-methylpyrazole-4-carboxamide). The yield is 66.3%. Reaction SMILES: [C:1]([C:3]1[CH:4]=[C:5]([NH:16][C:17]([C:19]2[CH:20]=[N:21][N:22]([C:25]3[CH:30]=[CH:29][C:28]([F:31])=[CH:27][CH:26]=3)[C:23]=2[CH3:24])=[O:18])[CH:6]=[CH:7][C:8]=1[N:9]1[CH2:15][CH2:14][CH2:13][NH:12][CH2:11][CH2:10]1)#[N:2].C(=O)([O-])[O-].[K+].[K+].[C:38](OCCBr)(=[O:40])[CH3:39].CN(C)C=O>O>[C:1]([C:3]1[CH:4]=[C:5]([NH:16][C:17]([C:19]2[CH:20]=[N:21][N:22]([C:25]3[CH:26]=[CH:27][C:28]([F:31])=[CH:29][CH:30]=3)[C:23]=2[CH3:24])=[O:18])[CH:6]=[CH:7][C:8]=1[N:9]1[CH2:15][CH2:14][CH2:13][N:12]([CH2:39][CH2:38][OH:40])[CH2:11][CH2:10]1)#[N:2] |f:1.2.3|. Procedure: N-[3-Cyano-4-(homopiperazin-1-yl)phenyl]-1-(4-fluorophenyl)-5-methylpyrazole-4-carboxamide (1.5 g), potassium carbonate (0.6 g) and 2-bromoethyl acetate (0.7 g) were added to dimethylformamide (20 ml) and the mixture was stirred at 60° C. for 1 h. The reaction mixture was added into water and extracted with ethyl acetate. The organic layer was washed with saturated brine, and the solvent was evaporated under reduced pressure. To the residue were added 2N aqueous sodium hydroxide solution (10 ml)... Starting materials: O (water), [OH-].[Na+] (sodium hydroxide), C(C1=CC=CC=C1)O[C@H](C(=O)OC)CC1=CC=C(C=C1)C1=CC(=CC=C1)N(C(=O)NCCCCCCC)C (methyl (S)-2-benzyloxy-3-[3′-(3-heptyl-1-methylureido)biphenyl-4-yl]propanoate), O1CCCC1.CO (tetrahydrofuran methanol). The solvent is C(C)(=O)O (acetic acid), 9/1. Conditions: time 8 hour. Yields the product C(C1=CC=CC=C1)O[C@H](C(=O)O)CC1=CC=C(C=C1)C1=CC(=CC=C1)N(C(=O)NCCCCCCC)C (2(S)-benzyloxy-3-[3′-(3-heptyl-1-methylureido)biphenyl-4-yl]propanoic acid). The yield is 23.2%. As a reaction SMILES: [OH-].[Na+].[CH2:3]([O:10][C@@H:11]([CH2:16][C:17]1[CH:22]=[CH:21][C:20]([C:23]2[CH:28]=[CH:27][CH:26]=[C:25]([N:29]([CH3:40])[C:30]([NH:32][CH2:33][CH2:34][CH2:35][CH2:36][CH2:37][CH2:38][CH3:39])=[O:31])[CH:24]=2)=[CH:19][CH:18]=1)[C:12]([O:14]C)=[O:13])[C:4]1[CH:9]=[CH:8][CH:7]=[CH:6][CH:5]=1.O1CCCC1.CO.O>C(O)(=O)C>[CH2:3]([O:10][C@@H:11]([CH2:16][C:17]1[CH:22]=[CH:21][C:20]([C:23]2[CH:28]=[CH:27][CH:26]=[C:25]([N:29]([CH3:40])[C:30]([NH:32][CH2:33][CH2:34][CH2:35][CH2:36][CH2:37][CH2:38][CH3:39])=[O:31])[CH:24]=2)=[CH:19][CH:18]=1)[C:12]([OH:14])=[O:13])[C:4]1[CH:9]=[CH:8][CH:7]=[CH:6][CH:5]=1 |f:0.1,3.4|. Reported procedure: 16 mg (0.4 mmol) of sodium hydroxide are added to a solution of 70 mg (0.42 mmol) of methyl (S)-2-benzyloxy-3-[3′-(3-heptyl-1-methylureido)biphenyl-4-yl]propanoate in 2 ml of 9/1 tetrahydrofuran/methanol. The reaction mixture is stirred overnight at ambient temperature. The reaction is halted by the addition of 2 ml of water and 0.5 ml of acetic acid, and then extraction is carried out with ethyl acetate. The organic phases are combined and dried over sodium sulfate. The solvents are evaporated ... Starting materials: CC(C)(C)[Si](C)(C)Oc1ccc2cc(CCCCN)ccc2c1, CCO, CCN(C(C)C)C(C)C, CSC(=N)NC(=O)c1nc(Cl)c(N)nc1N. The product is CC(C)(C)[Si](C)(C)Oc1ccc2cc(CCCCNC(=N)NC(=O)c3nc(Cl)c(N)nc3N)ccc2c1. As a reaction SMILES: [C:1]([CH3:2])([CH3:3])([CH3:4])[Si:5]([O:6][c:7]1[cH:8][c:9]2[cH:10][cH:11][c:12]([CH2:17][CH2:18][CH2:19][CH2:20][NH2:21])[cH:13][c:14]2[cH:15][cH:16]1)([CH3:22])[CH3:23].[CH3:49][CH2:50][OH:51].[CH:40]([N:41]([CH:42]([CH3:43])[CH3:44])[CH2:45][CH3:46])([CH3:47])[CH3:48].[NH2:24][c:25]1[c:26]([C:33](=[O:34])[NH:35][C:36](=[NH:37])[S:38][CH3:39])[n:27][c:28]([Cl:32])[c:29]([NH2:31])[n:30]1>>[C:1]([CH3:2])([CH3:3])([CH3:4])[Si:5]([O:6][c:7]1[cH:8][c:9]2[cH:10][cH:11][c:12]([CH2:17][CH2:18][CH2:19][CH2:20][NH:21][C:36]([NH:35][C:33]([c:26]3[c:25]([NH2:24])[n:30][c:29]([NH2:31])[c:28]([Cl:32])[n:27]3)=[O:34])=[NH:37])[cH:13][c:14]2[cH:15][cH:16]1)([CH3:22])[CH3:23].